From a dataset of the Open Reaction Database (ORD), a public repository of structured organic reaction records. describe an organic reaction: reactants, conditions, products, and yield Reactants: CCOC(=O)c1cc(-c2ccnn2-c2ccc(C#N)cc2)c(C)n(-c2cccc(C(F)(F)F)c2)c1=O, CO, NCCN1CCCC1. The product is Cc1c(-c2ccnn2-c2ccc(C#N)cc2)cc(C(=O)NCCN2CCCC2)c(=O)n1-c1cccc(C(F)(F)F)c1. RXN SMILES: [C:1](#[N:2])[c:3]1[cH:4][cH:5][c:6](-[n:9]2[n:10][cH:11][cH:12][c:13]2-[c:14]2[cH:15][c:16]([C:32]([O:34][CH2:33][CH3:35])=[O:36])[c:17](=[O:31])[n:18](-[c:21]3[cH:22][c:23]([C:27]([F:28])([F:29])[F:30])[cH:24][cH:25][cH:26]3)[c:19]2[CH3:20])[cH:7][cH:8]1.[CH3:45][OH:46].[N:37]1([CH2:42][CH2:43][NH2:44])[CH2:38][CH2:39][CH2:40][CH2:41]1>>[C:1](#[N:2])[c:3]1[cH:4][cH:5][c:6](-[n:9]2[n:10][cH:11][cH:12][c:13]2-[c:14]2[cH:15][c:16]([C:32](=[O:34])[NH:44][CH2:43][CH2:42][N:37]3[CH2:38][CH2:39][CH2:40][CH2:41]3)[c:17](=[O:31])[n:18](-[c:21]3[cH:22][c:23]([C:27]([F:28])([F:29])[F:30])[cH:24][cH:25][cH:26]3)[c:19]2[CH3:20])[cH:7][cH:8]1. The reactants are BrC1=CC2=C(N(C1=O)C)N(N=C2)C2=C(C=CC=C2F)F (5-bromo-1-(2,6-difluorophenyl)-7-methyl-1H-pyrazolo[3,4-b]pyridin-6(7H)-one), C1(CC1)NC(C1=CC(=C(C(=C1)B1OC(C(O1)(C)C)(C)C)C)F)=O (N-cyclopropyl-3-fluoro-4-methyl-5-(4,4,5,5-tetramethyl-1,3,2-dioxaborolan-2-yl)benzamide). The reagents and catalysts are C=1C=CC(=CC1)[P](C=2C=CC=CC2)(C=3C=CC=CC3)[Pd]([P](C=4C=CC=CC4)(C=5C=CC=CC5)C=6C=CC=CC6)([P](C=7C=CC=CC7)(C=8C=CC=CC8)C=9C=CC=CC9)[P](C=1C=CC=CC1)(C=1C=CC=CC1)C=1C=CC=CC1 (Pd(PPh3)4). Solvent: O1CCOCC1 (dioxane), C(=O)([O-])[O-].[Na+].[Na+] (Na2CO3), CCOC(=O)C (EtOAc). Conditions: temperature 130 celsius. Product: C1(CC1)NC(C1=CC(=C(C(=C1)F)C)C1=CC2=C(N(C1=O)C)N(N=C2)C2=C(C=CC=C2F)F)=O (N-cyclopropyl-3-(1-(2,6-difluorophenyl)-7-methyl-6-oxo-6,7-dihydro-1H-pyrazolo[3,4-b]pyridin-5-yl)-5-fluoro-4-methylbenzamide). The yield is 66.3%. As a reaction SMILES: Br[C:2]1[C:7](=[O:8])[N:6]([CH3:9])[C:5]2[N:10]([C:13]3[C:18]([F:19])=[CH:17][CH:16]=[CH:15][C:14]=3[F:20])[N:11]=[CH:12][C:4]=2[CH:3]=1.[CH:21]1([NH:24][C:25](=[O:43])[C:26]2[CH:31]=[C:30](B3OC(C)(C)C(C)(C)O3)[C:29]([CH3:41])=[C:28]([F:42])[CH:27]=2)[CH2:23][CH2:22]1>O1CCOCC1.C([O-])([O-])=O.[Na+].[Na+].CCOC(C)=O.C1C=CC([P]([Pd]([P](C2C=CC=CC=2)(C2C=CC=CC=2)C2C=CC=CC=2)([P](C2C=CC=CC=2)(C2C=CC=CC=2)C2C=CC=CC=2)[P](C2C=CC=CC=2)(C2C=CC=CC=2)C2C=CC=CC=2)(C2C=CC=CC=2)C2C=CC=CC=2)=CC=1>[CH:21]1([NH:24][C:25](=[O:43])[C:26]2[CH:27]=[C:28]([F:42])[C:29]([CH3:41])=[C:30]([C:2]3[C:7](=[O:8])[N:6]([CH3:9])[C:5]4[N:10]([C:13]5[C:18]([F:19])=[CH:17][CH:16]=[CH:15][C:14]=5[F:20])[N:11]=[CH:12][C:4]=4[CH:3]=3)[CH:31]=2)[CH2:22][CH2:23]1 |f:3.4.5,^1:65,67,86,105|. Procedure details: A mixture of 5-bromo-1-(2,6-difluorophenyl)-7-methyl-1H-pyrazolo[3,4-b]pyridin-6(7H)-one (110 mg, 0.32 mmol), N-cyclopropyl-3-fluoro-4-methyl-5-(4,4,5,5-tetramethyl-1,3,2-dioxaborolan-2-yl)benzamide (122 mg, 0.38 mmol) and 15 mg of Pd(PPh3)4 in 2.0 mL dioxane and 0.8 mL of 1 M Na2CO3 in a sealed glass tube was heated at 130° C. for 30 min. The reaction mixture was diluted in EtOAc, washed with 1 N NaOH solution. The organic phase was dried over MgSO4, filtered and concentrated. Purification of t... Reactants: Cl, CC(=O)NC(CO)Cc1ccsc1. Yields the product Cl, NC(CO)Cc1ccsc1. RXN SMILES: [ClH:14].[OH:1][CH2:2][CH:3]([CH2:4][c:5]1[cH:6][s:7][cH:8][cH:9]1)[NH:10][C:11](=[O:12])[CH3:13]>>[ClH:14].[OH:1][CH2:2][CH:3]([CH2:4][c:5]1[cH:6][s:7][cH:8][cH:9]1)[NH2:10]. Starting materials: C(C)(C)(C)OC(=O)N1CCN(CC1)C1=C2C(=CN(C2=CC=C1)S(=O)(=O)C1=CC=CC=C1)Br (4-(1-benzenesulfonyl-3-bromo-1H-indol-4-yl)-piperazine-1-carboxylic acid tert-butyl ester), Cl (hydrochloric acid). Yields the product C1(=CC=CC=C1)S(=O)(=O)N1C=C(C2=C(C=CC=C12)N1CCNCC1)Br (1-benzenesulfonyl-3-bromo-4-piperazin-1-yl-1H-indole). Procedure: To a suspension of 0.102 g (0.2 mmole) 4-(1-benzenesulfonyl-3-bromo-1H-indol-4-yl)-piperazine-1-carboxylic acid tert-butyl ester in 3 mL ethanol was added 2 mL concentrated hydrochloric acid. The mixture was heated under reflux until all solid has dissolved. The mixture was concentrated to dryness under reduced pressure and the residue was recrystallized from methanol/ether to provide 0.082 g of 1-benzenesulfonyl-3-bromo-4-piperazin-1-yl-1H-indole (31), mp 304-305° C., as hydrochloride salt. Reaction SMILES: C(OC([N:8]1[CH2:13][CH2:12][N:11]([C:14]2[CH:22]=[CH:21][CH:20]=[C:19]3[C:15]=2[C:16]([Br:32])=[CH:17][N:18]3[S:23]([C:26]2[CH:31]=[CH:30][CH:29]=[CH:28][CH:27]=2)(=[O:25])=[O:24])[CH2:10][CH2:9]1)=O)(C)(C)C.Cl>C(O)C>[C:26]1([S:23]([N:18]2[C:19]3[C:15](=[C:14]([N:11]4[CH2:10][CH2:9][NH:8][CH2:13][CH2:12]4)[CH:22]=[CH:21][CH:20]=3)[C:16]([Br:32])=[CH:17]2)(=[O:25])=[O:24])[CH:27]=[CH:28][CH:29]=[CH:30][CH:31]=1. Run in C(C)O (ethanol). The yield is 97.5%. The reactants are CCOC(=O)Cl, Nc1ccc(Cl)cc1F, c1ccncc1. Yields the product CCOC(=O)Nc1ccc(Cl)cc1F. RXN SMILES: [Cl:10][C:11](=[O:12])[O:13][CH2:14][CH3:15].[Cl:1][c:2]1[cH:3][c:4]([F:9])[c:5]([NH2:6])[cH:7][cH:8]1.[cH:16]1[cH:17][cH:18][n:19][cH:20][cH:21]1>>[Cl:1][c:2]1[cH:3][c:4]([F:9])[c:5]([NH:6][C:11](=[O:12])[O:13][CH2:14][CH3:15])[cH:7][cH:8]1. Procedure: Sodium hydride (1.6 g) was disolved in DMSO (35 ml) at 70°-75° C. under nitrogen. The solution was cooled and 2-(4-aminobutylamino)pyridine (10 g) in DMSO (10 ml) added at room temperature. Benzyl bromide (10.35 g) in DMSO (10 ml) was added dropwise maintaining the temperature at 25°-30° C. After a further 2 hr water (200 ml) was added and the mixture extracted with chloroform. The chloroform extract was washed with 2N hydrochloric acid and the aqueous layer basified to pH 4. After extracting wi... Product: NCCCCN(CC1=CC=CC=C1)C1=NC=CC=C1 (2-[N-(4-aminobutyl)-N-benzylamino]pyridine). As a reaction SMILES: [H-].[Na+].[NH2:3][CH2:4][CH2:5][CH2:6][CH2:7][NH:8][C:9]1[CH:14]=[CH:13][CH:12]=[CH:11][N:10]=1.[CH2:15](Br)[C:16]1[CH:21]=[CH:20][CH:19]=[CH:18][CH:17]=1.O>CS(C)=O>[NH2:3][CH2:4][CH2:5][CH2:6][CH2:7][N:8]([C:9]1[CH:14]=[CH:13][CH:12]=[CH:11][N:10]=1)[CH2:15][C:16]1[CH:21]=[CH:20][CH:19]=[CH:18][CH:17]=1 |f:0.1|. The solvent is CS(=O)C (DMSO), CS(=O)C (DMSO), CS(=O)C (DMSO). The yield is 36.3%. The reactants are NCCCCNC1=NC=CC=C1 (2-(4-aminobutylamino)pyridine), C(C1=CC=CC=C1)Br (Benzyl bromide), [H-].[Na+] (Sodium hydride), O (water).